This data is from the Open Reaction Database (ORD), a public repository of structured organic reaction records. The task is: describe an organic reaction: reactants, conditions, products, and yield The reactants are [BH4-], CN(C)S(=O)(=O)c1ccc(C=O)cc1Br, C1CCOC1, [Na+]. Product: CN(C)S(=O)(=O)c1ccc(CO)cc1Br. Reaction SMILES: [BH4-:16].[Br:1][c:2]1[cH:3][c:4]([CH:5]=[O:6])[cH:7][cH:8][c:9]1[S:10]([N:11]([CH3:12])[CH3:13])(=[O:14])=[O:15].[CH2:18]1[O:19][CH2:20][CH2:21][CH2:22]1.[Na+:17]>>[Br:1][c:2]1[cH:3][c:4]([CH2:5][OH:6])[cH:7][cH:8][c:9]1[S:10]([N:11]([CH3:12])[CH3:13])(=[O:14])=[O:15].